From a dataset of the Open Reaction Database (ORD), a public repository of structured organic reaction records. describe an organic reaction: reactants, conditions, products, and yield The reactants are C[Li] (methyllithium), C(C)(C)C=1C=C(OC1C(C)C)C(=O)O (4,5-diisopropylfuran-2-carboxylic acid), [Cl-].[NH4+] (ammonium chloride). Solvent: C(C)OCC (diethyl ether). Conditions: time 45 minute. The product is C(C)(=O)C=1OC(=C(C1)C(C)C)C(C)C (2-Acetyl-4,5-diisopropylfuran). Isolated yield 83.4%. RXN SMILES: [CH:1]([C:4]1[CH:5]=[C:6]([C:12]([OH:14])=O)[O:7][C:8]=1[CH:9]([CH3:11])[CH3:10])([CH3:3])[CH3:2].[CH3:15][Li].[Cl-].[NH4+]>C(OCC)C>[C:12]([C:6]1[O:7][C:8]([CH:9]([CH3:10])[CH3:11])=[C:4]([CH:1]([CH3:2])[CH3:3])[CH:5]=1)(=[O:14])[CH3:15] |f:2.3|. Reported procedure: A solution of 4,5-diisopropylfuran-2-carboxylic acid (196 mg, 1.00 mmol) in diethyl ether (6 ml) was cooled to −18° C., and added dropwise with methyllithium (1.2 M in Et2O, 2.5 ml, 3 mmol), and the mixture was stirred for 45 minutes. The reaction mixture was added with saturated aqueous ammonium chloride, and the mixture was extracted with diethyl ether. The reaction mixture was treated in a conventional manner, and then the resultant was purified by silica gel chromatography [hexane-ethyl acet... Reactants: C(C(=O)C1=CC=CC=C1)Br (Phenacyl bromide), C(C1=CC=CC=C1)(=O)NC1CCNCC1 (4-benzamidopiperidine), C([O-])([O-])=O.[K+].[K+] (potassium carbonate). The solvent is C(C)(C)O (isopropanol). Product: C(C(=O)C1=CC=CC=C1)N1CCC(CC1)NC(C1=CC=CC=C1)=O (1-Phenacyl-4-benzamidopiperidine). Reaction SMILES: [CH2:1](Br)[C:2]([C:4]1[CH:9]=[CH:8][CH:7]=[CH:6][CH:5]=1)=[O:3].[C:11]([NH:19][CH:20]1[CH2:25][CH2:24][NH:23][CH2:22][CH2:21]1)(=[O:18])[C:12]1[CH:17]=[CH:16][CH:15]=[CH:14][CH:13]=1.C(=O)([O-])[O-].[K+].[K+]>C(O)(C)C>[CH2:1]([N:23]1[CH2:24][CH2:25][CH:20]([NH:19][C:11](=[O:18])[C:12]2[CH:17]=[CH:16][CH:15]=[CH:14][CH:13]=2)[CH2:21][CH2:22]1)[C:2]([C:4]1[CH:9]=[CH:8][CH:7]=[CH:6][CH:5]=1)=[O:3] |f:2.3.4|. Procedure: Phenacyl bromide (2 g.), 4-benzamidopiperidine (2 g.) and potassium carbonate (2 g.) in isopropanol (25 ml.) were heated under reflux for 2 hours. The resulting solid was filtered, suspended in water and re-filtered to give the product (1.57 g.), m.p. 168° C. (Found: C, 74.4; H, 6.8; N, 8.8. C20H22N2O2 requires C, 74.5; H, 6.9; N, 8.7%). Starting materials: C1CNCCN1, COc1ccc2ccc(OCCOc3cncc(Cl)n3)cc2c1, [K+], [K+], O=C([O-])[O-]. The product is COc1ccc2ccc(OCCOc3cncc(N4CCNCC4)n3)cc2c1. As a reaction SMILES: [CH2:24]1[CH2:25][NH:26][CH2:27][CH2:28][NH:29]1.[Cl:1][c:2]1[n:3][c:4]([O:8][CH2:9][CH2:10][O:11][c:12]2[cH:13][c:14]3[cH:15][c:16]([O:22][CH3:23])[cH:17][cH:18][c:19]3[cH:20][cH:21]2)[cH:5][n:6][cH:7]1.[K+:30].[K+:31].[O-:32][C:33]([O-:34])=[O:35]>>[c:2]1([N:26]2[CH2:25][CH2:24][NH:29][CH2:28][CH2:27]2)[n:3][c:4]([O:8][CH2:9][CH2:10][O:11][c:12]2[cH:13][c:14]3[cH:15][c:16]([O:22][CH3:23])[cH:17][cH:18][c:19]3[cH:20][cH:21]2)[cH:5][n:6][cH:7]1.